Dataset: the Open Reaction Database (ORD), a public repository of structured organic reaction records. Task: describe an organic reaction: reactants, conditions, products, and yield Starting materials: O[C@@H]1C(C2CCC=3C4=CC[C@H]([C@@H](C=O)C)[C@]4(CCC3[C@]2(CC1)C)C)(C)C ((20S)-3β-hydroxy-4,4,20-trimethyl-pregna-8,14-dien-21-al), N1CCCC1 (pyrrolidin), C(C)(=O)O[BH-](OC(C)=O)OC(C)=O.[Na+] (sodium tris(acetoxy)borohydride). The product is N1(CCCC1)C[C@@H](C)[C@H]1CC=C2C=3CC[C@H]4C([C@H](CC[C@]4(C)C3CC[C@]12C)O)(C)C ((20S)-20-[(pyrrolidin-1-yl)methyl]-4,4-dimethyl-5α-pregna-8,14-dien-3β-ol). Reaction SMILES: [OH:1][C@H:2]1[CH2:22][CH2:21][C@@:20]2([CH3:23])[CH:4]([CH2:5][CH2:6][C:7]3[C:8]4[C@:16]([CH3:24])([CH2:17][CH2:18][C:19]=32)[C@@H:11]([C@H:12]([CH3:15])[CH:13]=O)[CH2:10][CH:9]=4)[C:3]1([CH3:26])[CH3:25].[NH:27]1[CH2:31][CH2:30][CH2:29][CH2:28]1.C(O[BH-](OC(=O)C)OC(=O)C)(=O)C.[Na+]>>[N:27]1([CH2:13][C@H:12]([C@@H:11]2[C@:16]3([CH3:24])[C:8]([C:7]4[CH2:6][CH2:5][C@@H:4]5[C@:20]([C:19]=4[CH2:18][CH2:17]3)([CH3:23])[CH2:21][CH2:22][C@H:2]([OH:1])[C:3]5([CH3:26])[CH3:25])=[CH:9][CH2:10]2)[CH3:15])[CH2:31][CH2:30][CH2:29][CH2:28]1 |f:2.3|. Procedure: (20S)-3β-hydroxy-4,4,20-trimethyl-pregna-8,14-dien-21-al was treated with pyrrolidin and sodium tris(acetoxy)borohydride as described in Example 1h). (20S)-20-[(pyrrolidin-1-yl)methyl]-4,4-dimethyl-5α-pregna-8,14-dien-3β-ol was isolated as a white solid. Starting materials: C=O (formaldehyde), CN(N)C(=O)NC=1SC(=NN1)C1CCCCC1 (2-Methyl-4-(5-cyclohexyl-1,3,4-thiadiazol-2-yl)-semicarbazide), [OH-].[K+] (potassium hydroxide). Solvent: CO (methanol). Reaction conditions: time 20 minute. The product is CN1NCN(C1=O)C=1SC(=NN1)C1CCCCC1 (2-methyl-4-(5-cyclohexyl-1,3,4-thiadiazol-2-yl)-1,2,4-triazolidin-3-one). RXN SMILES: [CH3:1][N:2]([C:4]([NH:6][C:7]1[S:8][C:9]([CH:12]2[CH2:17][CH2:16][CH2:15][CH2:14][CH2:13]2)=[N:10][N:11]=1)=[O:5])[NH2:3].[CH2:18]=O.[OH-].[K+]>CO>[CH3:1][N:2]1[C:4](=[O:5])[N:6]([C:7]2[S:8][C:9]([CH:12]3[CH2:17][CH2:16][CH2:15][CH2:14][CH2:13]3)=[N:10][N:11]=2)[CH2:18][NH:3]1 |f:2.3|. Procedure details: 2-Methyl-4-(5-cyclohexyl-1,3,4-thiadiazol-2-yl)-semicarbazide (0.1 mole) dissolved in methanol (100 ml) is charged into a glass reaction vessel equipped with a mechanical stirrer and thermometer. Aqueous formaldehyde (0.2 mole; 37% concentration) is then added to the reaction vessel with stirring. Dilute aqueous potassium hydroxide is added to the reaction mixture to adjust the pH to between 7 and 8 and stirring is continued for a period of about 20 minutes resulting in the formation of a solid ...